describe an organic reaction: reactants, conditions, products, and yield From a dataset of the Open Reaction Database (ORD), a public repository of structured organic reaction records. The reactants are COC([C@@H](NC(C1=C(C=C(C=C1)Br)C1=CC=CC=C1)=O)CCSC)=O ((2-phenyl-4-bromobenzoyl) methionine methyl ester), CC1(OB(OC(C1)C)C=C)C (4,4,6-trimethyl-2-vinyl-1,3,2-dioxaborinane), vinyl, C[N+]1(CCOCC1)[O-] (N-methylmorpholine N-oxide), methyl ester. The reagents and catalysts are C=1C=CC(=CC1)[P](C=2C=CC=CC2)(C=3C=CC=CC3)[Pd]([P](C=4C=CC=CC4)(C=5C=CC=CC5)C=6C=CC=CC6)([P](C=7C=CC=CC7)(C=8C=CC=CC8)C=9C=CC=CC9)[P](C=1C=CC=CC1)(C=1C=CC=CC1)C=1C=CC=CC1 (tetrakis(triphenylphosphine)palladium), [Os](=O)(=O)(=O)=O (osmium tetraoxide). Solvent: C1(=CC=CC=C1)C (toluene), C([O-])([O-])=O.[Na+].[Na+] (sodium carbonate), O (water), O1CCOCC1.O (dioxane water). Run at temperature 25 celsius. Product: COC([C@@H](NC(C1=C(C=C(C=C1)C=O)C1=CC=CC=C1)=O)CCSC)=O (4-(formyl)-2-phenylbenzoyl methionine methyl ester). As a reaction SMILES: [CH3:1][O:2][C:3](=[O:25])[C@H:4]([CH2:21][CH2:22][S:23][CH3:24])[NH:5][C:6](=[O:20])[C:7]1[CH:12]=[CH:11][C:10](Br)=[CH:9][C:8]=1[C:14]1[CH:19]=[CH:18][CH:17]=[CH:16][CH:15]=1.C[C:27]1(C)CC(C)OB(C=C)[O:28]1.C[N+]1([O-])CCOCC1>C1(C)C=CC=CC=1.C(=O)([O-])[O-].[Na+].[Na+].O.O1CCOCC1.O.C1C=CC([P]([Pd]([P](C2C=CC=CC=2)(C2C=CC=CC=2)C2C=CC=CC=2)([P](C2C=CC=CC=2)(C2C=CC=CC=2)C2C=CC=CC=2)[P](C2C=CC=CC=2)(C2C=CC=CC=2)C2C=CC=CC=2)(C2C=CC=CC=2)C2C=CC=CC=2)=CC=1.[Os](=O)(=O)(=O)=O>[CH3:1][O:2][C:3](=[O:25])[C@H:4]([CH2:21][CH2:22][S:23][CH3:24])[NH:5][C:6](=[O:20])[C:7]1[CH:12]=[CH:11][C:10]([CH:27]=[O:28])=[CH:9][C:8]=1[C:14]1[CH:19]=[CH:18][CH:17]=[CH:16][CH:15]=1 |f:4.5.6,8.9,^1:69,71,90,109|. Procedure: A mixture of (2-phenyl-4-bromobenzoyl) methionine methyl ester (100 mmol), 4,4,6-trimethyl-2-vinyl-1,3,2-dioxaborinane (100 mmol), tetrakis(triphenylphosphine)palladium (0) (3 mmol) in toluene and 2 M sodium carbonate in water (100 mL) is heated at 80° C. until the starting methyl ester disappears. The resulting mixture is extracted with ether, and washed with water, brine, dried over anhydrous magnesium sulfate, filtered, and concentrated in vacuo. The residue is then purified by column chromat... Starting materials: ClCCN1C=CC2=C(C=CC=C12)[N+](=O)[O-] (1-(2-chloroethyl)-4-nitroindole), C(C(=C)C)(=O)[O-].[K+] (potassium methacrylate), [I-].[K+] (potassium iodide), CNC=O (N-methyl formamide), C1(O)=CC=C(O)C=C1 (hydroquinone). Reaction conditions: time 2.5 hour. The product is C(C(=C)C)(=O)OCCN1C=CC2=C(C=CC=C12)[N+](=O)[O-] (1-(2-methacryloyloxyethyl)-4-nitroindole). The yield is 92.3%. As a reaction SMILES: Cl[CH2:2][CH2:3][N:4]1[C:12]2[C:7](=[C:8]([N+:13]([O-:15])=[O:14])[CH:9]=[CH:10][CH:11]=2)[CH:6]=[CH:5]1.[C:16]([O-:21])(=[O:20])[C:17]([CH3:19])=[CH2:18].[K+].[I-].[K+].CNC=O.C1(C=CC(O)=CC=1)O>>[C:16]([O:21][CH2:2][CH2:3][N:4]1[C:12]2[C:7](=[C:8]([N+:13]([O-:15])=[O:14])[CH:9]=[CH:10][CH:11]=2)[CH:6]=[CH:5]1)(=[O:20])[C:17]([CH3:19])=[CH2:18] |f:1.2,3.4|. Reported procedure: Next, into a flask of 200 ml capacity fitted with a stirrer and cooling tube, there were introduced 14.9 g of 1-(2-chloroethyl)-4-nitroindole, 18.0 g of potassium methacrylate, 6.0 g of potassium iodide, 40 ml of N, N-methyl formamide and a small quantity of hydroquinone, these then being heated to 100° C., and stirred for 2.5 hours. After the reaction had been completed, insoluble material was removed by filtration, and concentration was performed under reduced pressure. Furthermore, this react... Starting materials: C(O)CN (ethanolamine), C(C)OC=NC1SC(C=C1C(=O)OCC)(C(N(C)C)=O)C (2-ethoxymethyleneamino-3-carboethoxy-5-methyl-5-dimethylcarbamoylthiophene), C(C)O (ethanol). Product: OCCN1C=NC2=C(C1=O)C(=C(S2)C(N(C)C)=O)C (3-(2-Hydroxyethyl)-5-methyl-6-dimethylcarbamoylthieno[2,3-d]pyrimidin-4-one). Yield: 93.0%. Reaction SMILES: [CH2:1]([CH2:3][NH2:4])[OH:2].C(O[CH:8]=[N:9][CH:10]1[C:14]([C:15]([O:17]CC)=O)=[CH:13][C:12](C)([C:20](=[O:24])[N:21]([CH3:23])[CH3:22])[S:11]1)C.[CH2:26](O)C>>[OH:2][CH2:1][CH2:3][N:4]1[C:15](=[O:17])[C:14]2[C:13]([CH3:26])=[C:12]([C:20](=[O:24])[N:21]([CH3:22])[CH3:23])[S:11][C:10]=2[N:9]=[CH:8]1. Procedure: 8.0 ml (133 mM [sic]) of ethanolamine were added to 35.6 g (114 mM [sic]) of 2-ethoxymethyleneamino-3-carboethoxy-5-methyl-5-dimethylcarbamoylthiophene [sic] in 200 ml of ethanol and refluxed for 2 h. The mixture was then concentrated under reduced pressure. 29.9 g (93%) of dark viscous oil were isolated. Starting materials: CO, ClCCl, CC(C)N1CC(c2ccc(F)cc2)C2(CCCN(C(=O)C(Cc3cn(C)c4ccccc34)NC(=O)C(C)(C)NC(=O)OC(C)(C)C)C2)C1=O, O=C(O)C(F)(F)F. The product is CC(C)N1CC(c2ccc(F)cc2)C2(CCCN(C(=O)C(Cc3cn(C)c4ccccc34)NC(=O)C(C)(C)N)C2)C1=O. Reaction SMILES: [CH3:57][OH:58].[Cl:59][CH2:60][Cl:61].[F:1][c:2]1[cH:3][cH:4][c:5]([CH:8]2[CH2:9][N:10]([CH:47]([CH3:48])[CH3:49])[C:11](=[O:46])[C:12]23[CH2:13][N:14]([C:18]([CH:19]([CH2:20][c:21]2[cH:22][n:23]([CH3:30])[c:24]4[cH:25][cH:26][cH:27][cH:28][c:29]24)[NH:31][C:32]([C:33]([CH3:34])([CH3:35])[NH:36][C:37](=[O:38])[O:39][C:40]([CH3:41])([CH3:42])[CH3:43])=[O:44])=[O:45])[CH2:15][CH2:16][CH2:17]3)[cH:6][cH:7]1.[F:50][C:51]([F:52])([F:53])[C:54]([OH:55])=[O:56]>>[F:1][c:2]1[cH:3][cH:4][c:5]([CH:8]2[CH2:9][N:10]([CH:47]([CH3:48])[CH3:49])[C:11](=[O:46])[C:12]23[CH2:13][N:14]([C:18]([CH:19]([CH2:20][c:21]2[cH:22][n:23]([CH3:30])[c:24]4[cH:25][cH:26][cH:27][cH:28][c:29]24)[NH:31][C:32]([C:33]([CH3:34])([CH3:35])[NH2:36])=[O:44])=[O:45])[CH2:15][CH2:16][CH2:17]3)[cH:6][cH:7]1. The reactants are C(C(=C)C)(=O)O (methacrylic acid), C1(CCCCC1)N=C=NC1CCCCC1 (dicyclohexylcarbodiimide), C(O)CN (ethanolamine). Yields the product C(C(=C)C)(=O)NCCO (2-methacrylamidoethyl alcohol), C(C(=C)C)(=O)OCCO (2-methacryloyloxyethyl alcohol). Yield: 997.0%. Reaction SMILES: [C:1]([OH:6])(=[O:5])[C:2]([CH3:4])=[CH2:3].C1(N=C=NC2CCCCC2)CCCCC1.[CH2:22]([CH2:24][NH2:25])[OH:23]>>[C:1]([NH:25][CH2:24][CH2:22][OH:23])(=[O:6])[C:2]([CH3:4])=[CH2:3].[C:1]([O:6][CH2:24][CH2:22][OH:23])(=[O:5])[C:2]([CH3:4])=[CH2:3]. Reported procedure: 2-methacrylamidoethyl alcohol was prepared in substantially the same manner as in Example 11 except that 6.9 g of methacrylic acid and 16.5 g of dicyclohexylcarbodiimide and 4.9 g of ethanolamine were used. Subsequently, a polymer powder was obtained in substantially the same manner as in Example 11 except that 52.0 g of 2-methacryloyloxyethyl alcohol was used. The obtained polymer powder is referred to as "1T-40". Separately, 2-methacrylamidoethyl alcohol was prepared in substantially the same ... Reactants: CC[N+](CC)(CC)Cc1ccccc1, CCc1cccc(CC)c1N, ClCCl, ClC(Cl)Cl, [Cl-], [Na+], [OH-]. Product: [C-]#[N+]c1c(CC)cccc1CC. Reaction SMILES: [CH2:19]([N+:20]([CH2:21][CH3:22])([CH2:23][CH3:24])[CH2:25][CH3:26])[c:27]1[cH:28][cH:29][cH:30][cH:31][cH:32]1.[CH2:1]([CH3:2])[c:3]1[c:4]([NH2:5])[c:6]([CH2:10][CH3:11])[cH:7][cH:8][cH:9]1.[CH2:33]([Cl:34])[Cl:35].[CH:12]([Cl:13])([Cl:14])[Cl:15].[Cl-:18].[Na+:17].[OH-:16]>>[CH2:1]([CH3:2])[c:3]1[c:4]([N+:5]#[C-:12])[c:6]([CH2:10][CH3:11])[cH:7][cH:8][cH:9]1. Reactants: C(C)I (ethyl iodide), [OH-].[K+] (potassium hydroxide), FC=1C=CC2=C(C(N(CC=3N2C=NC3C#CC(C)(C)O)C)=O)C1 (8-fluoro-4,5-dihydro-3-(3-hydroxy-3-methyl-1-butynyl)-5-methyl-6H-imidazo[1,5-a][1,4]benzodiazepin-6-one). The solvent is CN(C=O)C (N,N-dimethylformamide). Reaction conditions: time 5 minute. Product: FC=1C=CC2=C(C(N(CC=3N2C=NC3C#CC(C)(C)OCC)C)=O)C1 (8-fluoro-3-(3-ethoxy-3-methyl-1-butynyl)-4,5-dihydro-5-methyl-6H-imidazo[1,5-a][1,4]benzodiazepin-6-one). RXN SMILES: [F:1][C:2]1[CH:3]=[CH:4][C:5]2[N:11]3[CH:12]=[N:13][C:14]([C:15]#[C:16][C:17]([OH:20])([CH3:19])[CH3:18])=[C:10]3[CH2:9][N:8]([CH3:21])[C:7](=[O:22])[C:6]=2[CH:23]=1.[CH2:24](I)[CH3:25].[OH-].[K+]>CN(C)C=O>[F:1][C:2]1[CH:3]=[CH:4][C:5]2[N:11]3[CH:12]=[N:13][C:14]([C:15]#[C:16][C:17]([O:20][CH2:24][CH3:25])([CH3:19])[CH3:18])=[C:10]3[CH2:9][N:8]([CH3:21])[C:7](=[O:22])[C:6]=2[CH:23]=1 |f:2.3|. Procedure: 3.0 g (9.5 mmol) of 8-fluoro-4,5-dihydro-3-(3-hydroxy-3-methyl-1-butynyl)-5-methyl-6H-imidazo[1,5-a][1,4]benzodiazepin-6-one were dissolved in 20 ml of N,N-dimethylformamide and treated at 3° with 2.97 g (19 mmol) of ethyl iodide and 2.13 g of freshly powdered potassium hydroxide (38 mmol). After stirring for 5 minutes the cooling bath was removed and the mixture was left to come to room temperature. The reaction mixture was then poured into 200 ml of water, acidified with 4N hydrochloric acid a... Starting materials: CCN(CC)C(=O)c1ccc(C(=O)NN)s1, CC(=O)c1csc(-c2ccc(Cl)c(Cl)c2)c1O. The product is CCN(CC)C(=O)c1ccc(C(=O)NN=C(C)c2csc(-c3ccc(Cl)c(Cl)c3)c2O)s1. Reaction SMILES: [CH2:18]([CH3:19])[N:20]([C:21](=[O:22])[c:23]1[s:24][c:25]([C:28](=[O:29])[NH:30][NH2:31])[cH:26][cH:27]1)[CH2:32][CH3:33].[Cl:1][c:2]1[cH:3][c:4](-[c:9]2[s:10][cH:11][c:12]([C:15](=[O:16])[CH3:17])[c:13]2[OH:14])[cH:5][cH:6][c:7]1[Cl:8]>>[Cl:1][c:2]1[cH:3][c:4](-[c:9]2[s:10][cH:11][c:12]([C:15]([CH3:17])=[N:31][NH:30][C:28]([c:25]3[s:24][c:23]([C:21]([N:20]([CH2:18][CH3:19])[CH2:32][CH3:33])=[O:22])[cH:27][cH:26]3)=[O:29])[c:13]2[OH:14])[cH:5][cH:6][c:7]1[Cl:8]. The reactants are COC(=O)c1ccc(N)cc1F, O=C(O)c1cc(N(CC2CC2)C2CCCCC2)ncn1. The product is COC(=O)c1ccc(NC(=O)c2cc(N(CC3CC3)C3CCCCC3)ncn2)cc1F. Reaction SMILES: [CH3:21][O:22][C:23]([c:24]1[c:25]([F:31])[cH:26][c:27]([NH2:30])[cH:28][cH:29]1)=[O:32].[CH:1]1([N:7]([c:8]2[cH:9][c:10]([C:14](=[O:15])[OH:16])[n:11][cH:12][n:13]2)[CH2:17][CH:18]2[CH2:19][CH2:20]2)[CH2:2][CH2:3][CH2:4][CH2:5][CH2:6]1>>[CH:1]1([N:7]([c:8]2[cH:9][c:10]([C:14](=[O:16])[NH:30][c:27]3[cH:26][c:25]([F:31])[c:24]([C:23]([O:22][CH3:21])=[O:32])[cH:29][cH:28]3)[n:11][cH:12][n:13]2)[CH2:17][CH:18]2[CH2:19][CH2:20]2)[CH2:2][CH2:3][CH2:4][CH2:5][CH2:6]1. Starting materials: BrCC(=O)OCC (ethyl bromoacetate), C(C)(=O)C1=CC2=C(OCC(N2CCCC(=O)OCC)=O)C=C1 (Ethyl 4-(6-acetyl-3-oxo-2H-benzo[b][1,4]oxazin-4(3H)-yl)butanoate), solid. Yields the product C(C)(=O)C1=CC2=C(OCC(N2CC(=O)OCC)=O)C=C1 (Ethyl 2-(6-acetyl-3-oxo-2H-benzo[b][1,4]oxazin-4(3H)-yl)acetate). Reaction SMILES: Br[CH2:2][C:3]([O:5][CH2:6][CH3:7])=[O:4].[C:8]([C:11]1[CH:29]=[CH:28][C:14]2[O:15][CH2:16][C:17](=[O:27])[N:18](CCCC(OCC)=O)[C:13]=2[CH:12]=1)(=[O:10])[CH3:9]>>[C:8]([C:11]1[CH:29]=[CH:28][C:14]2[O:15][CH2:16][C:17](=[O:27])[N:18]([CH2:2][C:3]([O:5][CH2:6][CH3:7])=[O:4])[C:13]=2[CH:12]=1)(=[O:10])[CH3:9]. Reported procedure: The compound 23b was synthesized by reacting 22 and 6d following the same protocol described for the synthesis of compound 23a. White solid (0.47 g, 32%). 1H NMR (400 MHz, CDCl3): δ 1.30 (t, J=7.2 Hz, 3H); 2.55 (s, 3H); 4.25 (q, J=7.2 Hz, 2H); 4.70 (s, 2H); 4.74 (s, 2H); 7.05 (dd, J=1.6, 8.4 Hz, 1H); 7.41-7.42 (m, 1H); 7.60-7.63 (m, 1H).